This data is from the Open Reaction Database (ORD), a public repository of structured organic reaction records. The task is: describe an organic reaction: reactants, conditions, products, and yield Reactants: COC(=O)CCC(=O)OC, O=Cc1ccccc1. Yields the product COC(=O)CC(=Cc1ccccc1)C(=O)OC. As a reaction SMILES: [CH3:9][O:10][C:11]([CH2:12][CH2:13][C:14](=[O:15])[O:16][CH3:17])=[O:18].[CH:1](=[O:2])[c:3]1[cH:4][cH:5][cH:6][cH:7][cH:8]1>>[CH:1]([c:3]1[cH:4][cH:5][cH:6][cH:7][cH:8]1)=[C:13]([CH2:12][C:11]([O:10][CH3:9])=[O:18])[C:14](=[O:15])[O:16][CH3:17]. Reactants: C(C)OC(C(=C(C1=CC=C(C=C1)Cl)Br)Br)=O (α,β-dibromo-4-chlorocinnamic acid ethyl ester), [OH-].[Na+] (Sodium hydroxide), Cl.NO (hydroxylamine hydrochloride), solution, Cl (hydrochloric acid). The solvent is O (water), O1CCOCC1 (dioxane), CO (methanol). Run at temperature 0 celsius. The product is ClC1=CC=C(C=C1)C1=CC(=NO1)O (5-(4-Chlorophenyl)-3-hydroxyisoxazole). Isolated yield 84.8%. RXN SMILES: [OH-:1].[Na+].Cl.[NH2:4]O.C([O:8][C:9](=O)[C:10](Br)=[C:11](Br)[C:12]1[CH:17]=[CH:16][C:15]([Cl:18])=[CH:14][CH:13]=1)C.Cl>CO.O1CCOCC1.O>[Cl:18][C:15]1[CH:16]=[CH:17][C:12]([C:11]2[O:1][N:4]=[C:9]([OH:8])[CH:10]=2)=[CH:13][CH:14]=1 |f:0.1,2.3|. Procedure: Sodium hydroxide (151 g) was dissolved in methanol (600 ml), and an aqueous hydroxylamine hydrochloride (45 g) solution (50 ml) was added dropwise thereto under stirring at 0° C., and then a solution of α,β-dibromo-4-chlorocinnamic acid ethyl ester (200 g) in dioxane (200 ml) was added dropwise to the mixture. The resulting mixture was stirred at room temperature for 4 hours and further refluxed for 5 hours. The reaction mixture was cooled to 5° C., and the pH of the mixture was adjusted to a va... Starting materials: ClC=1C=C(C(=O)Cl)C=CC1Cl (3,4-dichlorobenzoyl chloride), C(C1=CC=CC=C1)NC(=O)C1=C(N=C(S1)N)C (2-amino-4-methylthiazole-5-carboxylic acid benzylamide). Yields the product C(C1=CC=CC=C1)NC(=O)C1=C(N=C(S1)NC(C1=CC(=C(C=C1)Cl)Cl)=O)C (2-(3,4-Dichlorobenzoylamino)-4-methylthiazole-5-carboxylic Acid Benzylamide). Isolated yield 15.0%. As a reaction SMILES: [Cl:1][C:2]1[CH:3]=[C:4]([CH:8]=[CH:9][C:10]=1[Cl:11])[C:5](Cl)=[O:6].[CH2:12]([NH:19][C:20]([C:22]1[S:26][C:25]([NH2:27])=[N:24][C:23]=1[CH3:28])=[O:21])[C:13]1[CH:18]=[CH:17][CH:16]=[CH:15][CH:14]=1>>[CH2:12]([NH:19][C:20]([C:22]1[S:26][C:25]([NH:27][C:5](=[O:6])[C:4]2[CH:8]=[CH:9][C:10]([Cl:11])=[C:2]([Cl:1])[CH:3]=2)=[N:24][C:23]=1[CH3:28])=[O:21])[C:13]1[CH:18]=[CH:17][CH:16]=[CH:15][CH:14]=1. Procedure: Following the procedure as described in Example 2, making variations only as required to use 3,4-dichlorobenzoyl chloride in place of benzoyl chloride to react with 2-amino-4-methylthiazole-5-carboxylic acid benzylamide, the title compound was obtained as a white solid in 15% yield; m.p. 212-214° C.; 1H NMR (CD3OD, 300 MHz) δ 8.21 (d, J=2.0 Hz, 1H), 7.93 (dd, J=2.0, 8.4 Hz, 1H), 7.68 (d, J=8.4 Hz, 1H), 7.33-7.23 (m, 5H), 4.50 (s, 2H), 2.54 (s, 3H); MS (ES+) m/z 420.0 (M+1). The reactants are OCCc1ccc(Br)cc1, CC#N, CCN(C(C)C)C(C)C, C=CN1C(=O)c2ccccc2C1=O, Cc1ccccc1P(c1ccccc1C)c1ccccc1C. Product: O=C1c2ccccc2C(=O)N1C=Cc1ccc(CCO)cc1. RXN SMILES: [Br:1][c:2]1[cH:3][cH:4][c:5]([CH2:8][CH2:9][OH:10])[cH:6][cH:7]1.[CH3:55][C:56]#[N:57].[CH:11]([N:12]([CH:13]([CH3:14])[CH3:15])[CH2:16][CH3:17])([CH3:18])[CH3:19].[CH:20](=[CH2:21])[N:22]1[C:23](=[O:32])[c:24]2[c:25]([cH:28][cH:29][cH:30][cH:31]2)[C:26]1=[O:27].[c:33]1([CH3:34])[cH:35][cH:36][cH:37][cH:38][c:39]1[P:40]([c:41]1[cH:42][cH:43][cH:44][cH:45][c:46]1[CH3:47])[c:48]1[cH:49][cH:50][cH:51][cH:52][c:53]1[CH3:54]>>[c:2]1([CH:21]=[CH:20][N:22]2[C:23](=[O:32])[c:24]3[c:25]([cH:28][cH:29][cH:30][cH:31]3)[C:26]2=[O:27])[cH:3][cH:4][c:5]([CH2:8][CH2:9][OH:10])[cH:6][cH:7]1. Reactants: C1=C(C=CC2=CC=CC=C12)C(=O)CCCCCCC(=O)O (7-(2-Naphthoyl)heptanoic acid), NC1=NN=C(S1)S (5-amino-1,3,4thiadiazole-2-thiol), C1(=C(C=CC=C1)N)N (1,2-phenylenediamine). The product is S=C1NN=C(S1)NC(CCCCCCC(=O)C1=CC=C(C=C1)C1=CC=CC=C1)=O (N-(4,5-Dihydro-5-thioxo-1,3,4-thiadiazol-2-yl)-7-[(4-biphenyl)carbonyl]-heptanamide). Isolated yield 34.0%. As a reaction SMILES: [CH:1]1[C:10]2[C:5](=[CH:6][CH:7]=[CH:8][CH:9]=2)[CH:4]=[CH:3][C:2]=1[C:11]([CH2:13][CH2:14][CH2:15][CH2:16][CH2:17][CH2:18][C:19]([OH:21])=O)=[O:12].[NH2:22][C:23]1[S:27][C:26]([SH:28])=[N:25][N:24]=1.[C:29]1(N)C=CC=C[C:30]=1N>>[S:28]=[C:26]1[S:27][C:23]([NH:22][C:19](=[O:21])[CH2:18][CH2:17][CH2:16][CH2:15][CH2:14][CH2:13][C:11]([C:2]2[CH:1]=[CH:10][C:5]([C:6]3[CH:7]=[CH:8][CH:9]=[CH:30][CH:29]=3)=[CH:4][CH:3]=2)=[O:12])=[N:24][NH:25]1. Procedure details: Following the procedure described in Example 22, but substituting carboxylic acid 50h for carboxylic acid 50g and 5-amino-1,3,4thiadiazole-2-thiol for 1,2-phenylenediamine respectively, the title compound 79 was obtained in 34% yield. 1H NMR (300 MHz, 20% CD3OD in CDCl3): δ 7.91 (d, J=8.4 Hz, 2H), 7.58(d, J=8.4 Hz, 2H), 7.52 (m, 2H), 7.38-7.26 (m, 3H), 2.90 (t, J=7.2 Hz, 2H), 2.30 (t, J=7.2 Hz, 2H), 1.62 (m, 4H), 1.30 (m, 4H). Starting materials: O=C(Cl)c1ccccc1, O=C(O)C(F)(F)F, [Na+], [OH-], O, CC(C)(C)OC(=O)NC1CCCCC1C(=O)N1CCCC2C(c3ccccc3)Nc3ccccc3C21. Product: O=C(NC1CCCCC1C(=O)N1CCCC2C(c3ccccc3)Nc3ccccc3C21)c1ccccc1. RXN SMILES: [C:46]([c:47]1[cH:48][cH:49][cH:50][cH:51][cH:52]1)([Cl:53])=[O:54].[F:1][C:2]([F:3])([F:4])[C:5]([OH:6])=[O:7].[Na+:45].[OH-:44].[OH2:55].[c:8]1([CH:14]2[CH:15]3[CH2:16][CH2:17][CH2:18][N:19]([C:28](=[O:29])[CH:30]4[CH:31]([NH:36][C:37]([O:38][C:39]([CH3:40])([CH3:41])[CH3:42])=[O:43])[CH2:32][CH2:33][CH2:34][CH2:35]4)[CH:20]3[c:21]3[c:22]([cH:24][cH:25][cH:26][cH:27]3)[NH:23]2)[cH:9][cH:10][cH:11][cH:12][cH:13]1>>[c:8]1([CH:14]2[CH:15]3[CH2:16][CH2:17][CH2:18][N:19]([C:28](=[O:29])[CH:30]4[CH:31]([NH:36][C:37](=[O:43])[c:47]5[cH:48][cH:49][cH:50][cH:51][cH:52]5)[CH2:32][CH2:33][CH2:34][CH2:35]4)[CH:20]3[c:21]3[c:22]([cH:24][cH:25][cH:26][cH:27]3)[NH:23]2)[cH:9][cH:10][cH:11][cH:12][cH:13]1. Reactants: O1C2=CC=C(C=3C[C@@H]4[C@@H]5CC[C@@H]([C@H]1[C@@]5(C23)CCN4C)OC4=NC=CC=C4)OCOC (4,5α-Epoxy-methoxymethoxy-17-methyl-6α-((2-pyridyl)-oxy)-morphinane), O (H2O), C(C)(=O)O (acetic acid). Conditions: temperature 100 celsius, time 6 hour. Product: C(C)(=O)OC=1C=CC=2C[C@@H]3[C@@H]4CC[C@@H]([C@H]5[C@@]4(C2C1O5)CCN3C)OC3=NC=CC=C3 (4,5α-Epoxy-17-methyl-6α-((2-pyridyl)-oxy)-morphinan-3-ol acetate). Reaction SMILES: [O:1]1[C@@H:13]2[C@@:14]34[CH2:16][CH2:17][N:18]([CH3:19])[C@@H:8]([C@@H:9]3[CH2:10][CH2:11][C@@H:12]2[O:20][C:21]2[CH:26]=[CH:25][CH:24]=[CH:23][N:22]=2)[CH2:7][C:6]2=[C:15]4[C:2]1=[CH:3][CH:4]=[C:5]2OCOC.O.[C:32]([OH:35])(=[O:34])[CH3:33]>>[C:32]([O:35][C:3]1[CH:4]=[CH:5][C:6]2[CH2:7][C@H:8]3[N:18]([CH3:19])[CH2:17][CH2:16][C@:14]45[C:15]=2[C:2]=1[O:1][C@H:13]4[C@@H:12]([O:20][C:21]1[CH:26]=[CH:25][CH:24]=[CH:23][N:22]=1)[CH2:11][CH2:10][C@@H:9]35)(=[O:34])[CH3:33]. Procedure details: 4,5α-Epoxy-methoxymethoxy-17-methyl-6α-((2-pyridyl)-oxy)-morphinane (0.940 g, 2.3 mmol) is mixed with H2O (35 ml) and glacial acetic acid (35 ml) and stirred for 6 hours at 100° C. The mixture is then evaporated down at 40° C. using the Rotavapor and the residue obtained is purified by flash chromatography (90 g silica gel; CH2Cl2 /MeOH=4/1). The product is dissolved in H2O (7 ml) and glacial acetic acid (0.7 ml) and lyophilised.